describe an organic reaction: reactants, conditions, products, and yield From a dataset of the Open Reaction Database (ORD), a public repository of structured organic reaction records. The reactants are BrC=1SC2=C(N1)C(=CC(=C2)C(=O)OC)F (methyl 2-bromo-4-fluorobenzo[d]thiazole-6-carboxylate), CC(C)C[Al]CC(C)C (Dibal-H), ice. The solvent is C1(=CC=CC=C1)C (toluene), C1CCOC1 (THF). Conditions: time 3 hour. Yields the product BrC=1SC2=C(N1)C(=CC(=C2)CO)F ((2-Bromo-4-fluorobenzo[d]thiazol-6-yl)methanol). The yield is 89.2%. As a reaction SMILES: [Br:1][C:2]1[S:3][C:4]2[CH:10]=[C:9]([C:11](OC)=[O:12])[CH:8]=[C:7]([F:15])[C:5]=2[N:6]=1.CC(C[Al]CC(C)C)C>C1(C)C=CC=CC=1.C1COCC1>[Br:1][C:2]1[S:3][C:4]2[CH:10]=[C:9]([CH2:11][OH:12])[CH:8]=[C:7]([F:15])[C:5]=2[N:6]=1 |^1:18|. Reported procedure: To a solution of methyl 2-bromo-4-fluorobenzo[d]thiazole-6-carboxylate (0.335 g, 1.15 mmol) in toluene (10 mL) and THF (5 mL) was added Dibal-H (4.8 mL, 4.8 mmol) at −78° C. over 10 min. The resulting mixture was allowed to warm to rt and stirred at rt for 3 hr before it was poured into ice cold water (100 mL). The mixture was stirred at rt for 30 min and then filtered through Celite® 545. The organic layer was separated and the aqueous layer was extracted twice with AcOEt. The combined organic ... Starting materials: mono or di sulfonyl chloride, C1(=CC=CC=C1)CCC1=CC=CC=C1 (bibenzyl), C1(=CC=C(C=C1)S(=O)(=O)Cl)CCC1=CC=CC=C1 (Bibenzyl- 4 -sulfonyl chloride), C1(=CC=C(C=C1)S(=O)(=O)Cl)CCC1=CC=CC=C1 (bibenzyl- 4 -sulfonyl chloride), C1(=CC=CC=C1)CCC1=CC=CC=C1 (bibenzyl), C1(=CC=C(C=C1)S(=O)(=O)Cl)CCC1=CC=C(C=C1)S(=O)(=O)Cl (bibenzyl- 4,4' -disulfonyl chloride), C1(=CC=CC=C1)CCC1=CC=CC=C1 (bibenzyl), ClS(=O)(=O)O (chlorosulfonic acid). Product: sulfone, C1(=CC=C(C=C1)S(=O)(=O)O)CCC1=CC=CC=C1 (bibenzyl- 4 -sulfonic acid). Reaction SMILES: [C:1]1([CH2:11][CH2:12][C:13]2[CH:18]=[CH:17][CH:16]=[CH:15][CH:14]=2)[CH:6]=[CH:5][C:4]([S:7](Cl)(=[O:9])=[O:8])=[CH:3][CH:2]=1.C1(CCC2C=CC=CC=2)C=CC=CC=1.C1(CCC2C=CC(S(Cl)(=O)=O)=CC=2)C=CC(S(Cl)(=O)=[O:40])=CC=1.ClS(O)(=O)=O>>[C:1]1([CH2:11][CH2:12][C:13]2[CH:18]=[CH:17][CH:16]=[CH:15][CH:14]=2)[CH:6]=[CH:5][C:4]([S:7]([OH:40])(=[O:9])=[O:8])=[CH:3][CH:2]=1. Procedure details: Polybibenzyl sulfone homopolymers are prepared by heating bibenzyl- 4 -sulfonyl chloride in the presence of a catalytic amount of an anhydrous Lewis acid, or by using a stoichiometric mixture of bibenzyl and bibenzyl- 4,4' -disulfonyl chloride as hereinafter described. The preparation of the homopolymer first necessitates the synthesis of either the mono or di sulfonyl chloride derivative of bibenzyl. Bibenzyl- 4 -sulfonyl chloride may be prepared by a three step procedure by treating bibenzyl i... Starting materials: C(CCC)C([C@@H]1O[C@@H](CS1)N1C(=O)N=C(N)C=C1)O[SiH](C1=CC=CC=C1)C1=CC=CC=C1 ((2R,5S)-1-[2-(Butyldiphenylsiloxymethyl)-1,3-oxathiolan-5-yl]cytosine), [F-].C(CCC)[N+](CCCC)(CCCC)CCCC (tetrabutylammonium fluoride). Solvent: C1CCOC1 (THF), C1CCOC1 (THF). The product is OC[C@@H]1O[C@@H](CS1)N1C(=O)N=C(N)C=C1 ((2R,5S)-1-[2-(Hydroxymethyl)-1,3-oxathiolan-5-yl]cytosine). The yield is 75.0%. As a reaction SMILES: C([CH:5]([O:19][SiH](C1C=CC=CC=1)C1C=CC=CC=1)[C@H:6]1[S:10][CH2:9][C@@H:8]([N:11]2[CH:18]=[CH:17][C:15]([NH2:16])=[N:14][C:12]2=[O:13])[O:7]1)CCC.[F-].C([N+](CCCC)(CCCC)CCCC)CCC>C1COCC1>[OH:19][CH2:5][C@H:6]1[S:10][CH2:9][C@@H:8]([N:11]2[CH:18]=[CH:17][C:15]([NH2:16])=[N:14][C:12]2=[O:13])[O:7]1 |f:1.2|. Procedure: To a solution of the β anomer 17 (0.15 g, 0.32 mmol) in THF (25 mL) was added tetrabutylammonium fluoride 1M in THF (0.35 mL, 0.35 mmol, 1.1 eq) and the reaction was allowed to stir at room temperature until TLC indicated the disappearance of starting material (30 min). The reaction mixture was concentrated under reduced pressure and the residue purified by preparative TLC using 12% MeOH/CHCl3 as development solvent to give 0.055 g (75%) of 3 from ethyl ether/MeOH (trace) as a white crystalline ... The reactants are ClCCl, CS(=O)(=O)c1ccc(C(CC2CCC(O)C2)C(=O)Nc2cnccn2)cc1Cl. The product is CS(=O)(=O)c1ccc(C(CC2CCC(=O)C2)C(=O)Nc2cnccn2)cc1Cl. As a reaction SMILES: [CH2:29]([Cl:30])[Cl:31].[Cl:1][c:2]1[cH:3][c:4]([CH:12]([C:13](=[O:14])[NH:15][c:16]2[n:17][cH:18][cH:19][n:20][cH:21]2)[CH2:22][CH:23]2[CH2:24][CH:25]([OH:28])[CH2:26][CH2:27]2)[cH:5][cH:6][c:7]1[S:8](=[O:9])(=[O:10])[CH3:11]>>[Cl:1][c:2]1[cH:3][c:4]([CH:12]([C:13](=[O:14])[NH:15][c:16]2[n:17][cH:18][cH:19][n:20][cH:21]2)[CH2:22][CH:23]2[CH2:24][C:25](=[O:28])[CH2:26][CH2:27]2)[cH:5][cH:6][c:7]1[S:8](=[O:9])(=[O:10])[CH3:11].